Dataset: the Open Reaction Database (ORD), a public repository of structured organic reaction records. Task: describe an organic reaction: reactants, conditions, products, and yield Reaction SMILES: [CH3:1][C:2]1[N:3]=[CH:4][C:5]([NH:8][C:9](=[O:31])[C:10]2[CH:15]=[C:14]([O:16][CH:17]3[CH2:22][CH2:21][O:20][CH2:19][CH2:18]3)[CH:13]=[C:12]([O:23]CC3C=CC=CC=3)[CH:11]=2)=[N:6][CH:7]=1>C(O)C.[Pd]>[OH:23][C:12]1[CH:11]=[C:10]([CH:15]=[C:14]([O:16][CH:17]2[CH2:22][CH2:21][O:20][CH2:19][CH2:18]2)[CH:13]=1)[C:9]([NH:8][C:5]1[CH:4]=[N:3][C:2]([CH3:1])=[CH:7][N:6]=1)=[O:31]. Starting materials: CC=1N=CC(=NC1)NC(C1=CC(=CC(=C1)OC1CCOCC1)OCC1=CC=CC=C1)=O (N-(5-Methylpyrazin-2-yl)-3-[(phenylmethyl)oxy]-5-(tetrahydro-2H-pyran-4-yloxy)benzamide). Reagents/catalysts: [Pd] (palladium on charcoal). The yield is 90.0%. Conditions: time 4 day. Procedure: N-(5-Methylpyrazin-2-yl)-3-[(phenylmethyl)oxy]-5-(tetrahydro-2H-pyran-4-yloxy)benzamide (1.70 g, 4.05 mmol) was dissolved in ethanol (40 mL) and 10% palladium on charcoal (86 mg) catalyst added under argon. The reaction was stirred under an atmosphere of hydrogen for 4 days then filtered and the filtrate concentrated in vacuo to give the desired compound as a cream-coloured solid (1.20 g). m/z 330 (M+H)+ The solvent is C(C)O (ethanol). The product is OC=1C=C(C(=O)NC2=NC=C(N=C2)C)C=C(C1)OC1CCOCC1 (3-Hydroxy-N-(5-methylpyrazin-2-yl)-5-(tetrahydro-2H-pyran-4-yloxy)benzamide). Reactants: C1COCCN1, CCN=C=NCCCN(C)C, CN1CCOCC1, CCOC(C)=O, CN(C)C=O, Cl, O, O, On1nnc2ccccc21, O=C(O)c1ccc(-c2nn(C(c3ccccc3)(c3ccccc3)c3ccccc3)cc2-c2ccc3ncc(-c4ccccn4)n3c2)cc1. Product: O=C(c1ccc(-c2nn(C(c3ccccc3)(c3ccccc3)c3ccccc3)cc2-c2ccc3ncc(-c4ccccn4)n3c2)cc1)N1CCOCC1. RXN SMILES: [CH2:67]1[NH:68][CH2:69][CH2:70][O:71][CH2:72]1.[CH2:74]([N:75]=[C:76]=[N:77][CH2:78][CH2:79][CH2:80][N:81]([CH3:82])[CH3:83])[CH3:84].[CH3:1][N:2]1[CH2:3][CH2:4][O:5][CH2:6][CH2:7]1.[CH3:86][CH2:87][O:88][C:89](=[O:90])[CH3:91].[CH3:92][N:93]([CH3:94])[CH:95]=[O:96].[ClH:73].[OH2:85].[OH2:8].[OH:9][n:10]1[c:11]2[cH:12][cH:13][cH:14][cH:15][c:16]2[n:17][n:18]1.[n:19]1[c:20](-[c:25]2[cH:26][n:27][c:28]3[n:29]2[cH:30][c:31](-[c:34]2[c:35](-[c:58]4[cH:59][cH:60][c:61]([C:62](=[O:63])[OH:64])[cH:65][cH:66]4)[n:36][n:37]([C:39]([c:40]4[cH:41][cH:42][cH:43][cH:44][cH:45]4)([c:46]4[cH:47][cH:48][cH:49][cH:50][cH:51]4)[c:52]4[cH:53][cH:54][cH:55][cH:56][cH:57]4)[cH:38]2)[cH:32][cH:33]3)[cH:21][cH:22][cH:23][cH:24]1>>[N:2]1([C:62]([c:61]2[cH:60][cH:59][c:58](-[c:35]3[c:34](-[c:31]4[cH:30][n:29]5[c:25](-[c:20]6[n:19][cH:24][cH:23][cH:22][cH:21]6)[cH:26][n:27][c:28]5[cH:33][cH:32]4)[cH:38][n:37]([C:39]([c:40]4[cH:41][cH:42][cH:43][cH:44][cH:45]4)([c:46]4[cH:47][cH:48][cH:49][cH:50][cH:51]4)[c:52]4[cH:53][cH:54][cH:55][cH:56][cH:57]4)[n:36]3)[cH:66][cH:65]2)=[O:63])[CH2:3][CH2:4][O:5][CH2:6][CH2:7]1. Starting materials: C1(=CC=CC=C1)N1N=C(C=C1CCC=O)CC(C)C (3-(1-phenyl-3-isobutyl-1H-pyrazol-5-yl)propanal), [BH-](OC(=O)C)(OC(=O)C)OC(=O)C.[Na+] (NaBH(OAc)3), C1(=CC=CC=C1)N1CCNCC1 (1-phenylpiperazine), CCN(C(C)C)C(C)C (DIPEA). The product is C1(=CC=CC=C1)N1CCN(CC1)CCCC1=CC(=NN1C1=CC=CC=C1)CC(C)C (1-phenyl-4-(3-(1-phenyl-3-isobutyl-1H-pyrazol-5-yl)propyl)piperazine). Reaction SMILES: [C:1]1([N:7]2[C:11]([CH2:12][CH2:13][CH:14]=O)=[CH:10][C:9]([CH2:16][CH:17]([CH3:19])[CH3:18])=[N:8]2)[CH:6]=[CH:5][CH:4]=[CH:3][CH:2]=1.[C:20]1([N:26]2[CH2:31][CH2:30][NH:29][CH2:28][CH2:27]2)[CH:25]=[CH:24][CH:23]=[CH:22][CH:21]=1.CCN(C(C)C)C(C)C.[BH-](OC(C)=O)(OC(C)=O)OC(C)=O.[Na+]>>[C:20]1([N:26]2[CH2:31][CH2:30][N:29]([CH2:14][CH2:13][CH2:12][C:11]3[N:7]([C:1]4[CH:6]=[CH:5][CH:4]=[CH:3][CH:2]=4)[N:8]=[C:9]([CH2:16][CH:17]([CH3:19])[CH3:18])[CH:10]=3)[CH2:28][CH2:27]2)[CH:25]=[CH:24][CH:23]=[CH:22][CH:21]=1 |f:3.4|. Procedure details: 120 mg (95%) of target compound was obtained by using a method same as in Example 1 by using 3-(1-phenyl-3-isobutyl-1H-pyrazol-5-yl)propanal (80 mg, 0.312 mmol), 1-phenylpiperazine (0.047 mL, 0.312 mmol), DIPEA (0.081 mL, 0.468 mmol) and NaBH(OAc)3 (198 mg, 0.936 mmol).